This data is from the Open Reaction Database (ORD), a public repository of structured organic reaction records. The task is: describe an organic reaction: reactants, conditions, products, and yield Starting materials: [BH4-].[K+] (potassium borohydride), BrC1=C2CCCC(C2=C(C=C1)[N+](=O)[O-])=O (5-bromo-3,4-dihydro-8-nitro-2H-naphthalen-1-one), Cu2Cl2. Solvent: CO (methanol). Run at time 20 minute. Yields the product EtOAc hexanes, NC=1C=CC(=C2CCCC(C12)O)Br (8-amino-5-bromo-1,2,3,4-tetrahydronaphthalen-1-ol). Yield: 67.0%. As a reaction SMILES: [BH4-].[K+].[Br:3][C:4]1[CH:13]=[CH:12][C:11]([N+:14]([O-])=O)=[C:10]2[C:5]=1[CH2:6][CH2:7][CH2:8][C:9]2=[O:17]>CO>[NH2:14][C:11]1[CH:12]=[CH:13][C:4]([Br:3])=[C:5]2[C:10]=1[CH:9]([OH:17])[CH2:8][CH2:7][CH2:6]2 |f:0.1|. Procedure: To prepare this compound, potassium borohydride (0.28 g, 5.2 mmol) was added in portions to a suspension of 5-bromo-3,4-dihydro-8-nitro-2H-naphthalen-1-one (0.20 g, 0.74 mmol) and Cu2Cl2 (0.22 g, 2.2 mmol) in 2 mL anhydrous methanol at room temperature. After 20 minutes, the methanol was evaporated under reduced pressure. The residue was extracted with a mixture of EtOAc and water. The EtOAc layer was washed sequentially with water and brine, dried over sodium sulfate, filtered, and concentrated...